Dataset: the Open Reaction Database (ORD), a public repository of structured organic reaction records. Task: describe an organic reaction: reactants, conditions, products, and yield Starting materials: CCOCC, OCc1ccc(F)c(Oc2ccccc2)c1, O, O=S(Cl)Cl, c1ccncc1. Yields the product Fc1ccc(CCl)cc1Oc1ccccc1. RXN SMILES: [CH3:28][CH2:29][O:30][CH2:31][CH3:32].[F:11][c:12]1[c:13]([O:20][c:21]2[cH:22][cH:23][cH:24][cH:25][cH:26]2)[cH:14][c:15]([CH2:18][OH:19])[cH:16][cH:17]1.[OH2:27].[S:1]([Cl:2])([Cl:3])=[O:4].[cH:5]1[cH:6][cH:7][n:8][cH:9][cH:10]1>>[Cl:3][CH2:18][c:15]1[cH:14][c:13]([O:20][c:21]2[cH:22][cH:23][cH:24][cH:25][cH:26]2)[c:12]([F:11])[cH:17][cH:16]1. The reactants are C(=O)(O)[O-].[Na+] (NaHCO3), CC=1NC(C=CC1C(=O)OCC)=O (Ethyl 2-methyl-6-oxo-1,6-dihydropyridine-3-carboxylate), P(=O)(Br)(Br)Br (POBr3), ice water. The solvent is one. Conditions: temperature 130 celsius, time 4 hour. Product: BrC1=NC(=C(C(=O)OCC)C=C1)C (ethyl 6-bromo-2-methylnicotinate). The yield is 93.1%. RXN SMILES: [CH3:1][C:2]1[NH:3][C:4](=O)[CH:5]=[CH:6][C:7]=1[C:8]([O:10][CH2:11][CH3:12])=[O:9].P(Br)(Br)([Br:16])=O.C([O-])(O)=O.[Na+]>>[Br:16][C:4]1[CH:5]=[CH:6][C:7]([C:8]([O:10][CH2:11][CH3:12])=[O:9])=[C:2]([CH3:1])[N:3]=1 |f:2.3|. Procedure: Ethyl 2-methyl-6-oxo-1,6-dihydropyridine-3-carboxylate (2.0 g, 11 mmol) and POBr3 (8.9 g, 31 mmol) were mixed in one 100 mL flask, and the mixture was stirred at 130° C. for 4 hrs. The reaction mixture was cooled to room temperature and 50 g of ice water was added. The mixture was neutralized to pH=9 with aqueous NaHCO3 solution, extracted twice with EtOAc, dried over sodium sulfate, filtered and concentrated under reduced pressure to give 2.5 g (93% yield) of the desired product. LC-MS found: 2... Reactants: CCCC[Sn](CCCC)(CCCC)CCCC, [Li]CCCC, CC1(C)CCCC(C)(C)N1, CCOC(C)=O, [Cl-], [Cl-], Clc1ncnc2c1ncn2C1CCCCO1, [NH4+], C1CCOC1. The product is CCCC[Sn](CCCC)(CCCC)c1nc(Cl)c2ncn(C3CCCCO3)c2n1. Reaction SMILES: [CH2:27]([CH2:28][CH2:29][CH3:30])[Sn:31]([CH2:32][CH2:33][CH2:34][CH3:35])([CH2:36][CH2:37][CH2:38][CH3:39])[CH2:40][CH2:41][CH2:42][CH3:43].[CH2:52]([Li:53])[CH2:54][CH2:55][CH3:56].[CH3:1][C:2]1([CH3:3])[CH2:4][CH2:5][CH2:6][C:7]([CH3:8])([CH3:9])[NH:10]1.[CH3:57][CH2:58][O:59][C:60](=[O:61])[CH3:62].[Cl-:44].[Cl-:45].[Cl:11][c:12]1[c:13]2[n:14][cH:15][n:16]([CH:21]3[O:22][CH2:23][CH2:24][CH2:25][CH2:26]3)[c:17]2[n:18][cH:19][n:20]1.[NH4+:46].[O:47]1[CH2:48][CH2:49][CH2:50][CH2:51]1>>[Cl:11][c:12]1[c:13]2[n:14][cH:15][n:16]([CH:21]3[O:22][CH2:23][CH2:24][CH2:25][CH2:26]3)[c:17]2[n:18][c:19]([Sn:31]([CH2:27][CH2:28][CH2:29][CH3:30])([CH2:32][CH2:33][CH2:34][CH3:35])[CH2:36][CH2:37][CH2:38][CH3:39])[n:20]1. Starting materials: C(C)OC(=O)C1(OC1)CCCCCOC1=CC=C(C=C1)Cl (2-[5-(4-chlorophenoxy)pentyl]oxirane-2-carboxylic acid ethyl ester), [OH-].[Na+] (sodium hydroxide). Solvent: O1CCCC1 (tetrahydrofuran). Product: ClC1=CC=C(OCCCCCC2(OC2)C(=O)O)C=C1 (2-[5-(4-Chlorophenoxy)pentyl]oxirane-2-carboxylic acid). As a reaction SMILES: C([O:3][C:4]([C:6]1([CH2:9][CH2:10][CH2:11][CH2:12][CH2:13][O:14][C:15]2[CH:20]=[CH:19][C:18]([Cl:21])=[CH:17][CH:16]=2)[CH2:8][O:7]1)=[O:5])C.[OH-].[Na+]>O1CCCC1>[Cl:21][C:18]1[CH:17]=[CH:16][C:15]([O:14][CH2:13][CH2:12][CH2:11][CH2:10][CH2:9][C:6]2([C:4]([OH:5])=[O:3])[CH2:8][O:7]2)=[CH:20][CH:19]=1 |f:1.2|. Reported procedure: 2.0 g of 2-[5-(4-chlorophenoxy)pentyl]oxirane-2-carboxylic acid ethyl ester, 6.4 ml of 1 N sodium hydroxide solution and 6.4 ml of tetrahydrofuran are stirred at room temperature until a clear solution has formed (after about one hour). The solution is concentrated to one half of its volume in vacuo and 6.5 ml of 1 N hydrochloric acid are added while cooling with ice. The resulting mixture is extracted 3 times with 20 ml of diethyl ether each time. After drying the combined organic phases over s... The reactants are CCCC[Sn](Cl)(CCCC)CCCC, C1CCOC1, CON(C)S(=O)(=O)c1ncn2ccsc12, CCOC(C)=O, [Cl-], [NH4+]. Yields the product CCCC[Sn](CCCC)(CCCC)c1cn2cnc(S(=O)(=O)N(C)OC)c2s1. As a reaction SMILES: [CH2:16]([CH2:17][CH2:18][CH3:19])[Sn:20]([CH2:21][CH2:22][CH2:23][CH3:24])([CH2:25][CH2:26][CH2:27][CH3:28])[Cl:29].[CH2:38]1[O:39][CH2:40][CH2:41][CH2:42]1.[CH3:1][O:2][N:3]([S:4](=[O:5])(=[O:6])[c:7]1[n:8][cH:9][n:10]2[c:11]1[s:12][cH:13][cH:14]2)[CH3:15].[CH3:32][CH2:33][O:34][C:35](=[O:36])[CH3:37].[Cl-:30].[NH4+:31]>>[CH3:1][O:2][N:3]([S:4](=[O:5])(=[O:6])[c:7]1[n:8][cH:9][n:10]2[c:11]1[s:12][c:13]([Sn:20]([CH2:16][CH2:17][CH2:18][CH3:19])([CH2:21][CH2:22][CH2:23][CH3:24])[CH2:25][CH2:26][CH2:27][CH3:28])[cH:14]2)[CH3:15]. Starting materials: C1(CC1)OC=1C=C(C=CC1OC(F)F)C1=C(C2=C(C=NN(C2=O)COCC[Si](C)(C)C)N1COCC[Si](C)(C)C)C (2-(3-cyclopropoxy-4-difluoromethoxyphenyl)-3-methyl-1,5-bis(2-trimethylsilylethoxymethyl)-1,5-dihydropyrrolo[2,3-d]pyridazin-4-one), C1(CC1)OC=1C=C(C=CC1OC(F)F)C1=CC2=C(C=NNC2=O)N1COCC[Si](C)(C)C (2-(3-cyclopropoxy-4-difluoromethoxyphenyl)-1-(2-trimethylsilylethoxymethyl)-1,5-dihydropyrrolo[2,3-d]pyridazin-4-one). Run in O (water). Yields the product C1(CC1)OC=1C=C(C=CC1OC(F)F)C1=C(C2=C(C=NN(C2=O)COCC[Si](C)(C)C)N1)C (2-(3-Cyclopropoxy-4-difluoromethoxyphenyl)-3-methyl-5-(2-trimethylsilylethoxymethyl)-1,5-dihydropyrrolo[2,3-d]-pyridazin-4-one). The yield is 91.9%. RXN SMILES: [CH:1]1([O:4][C:5]2[CH:6]=[C:7]([C:15]3[N:32](COCC[Si](C)(C)C)[C:18]4[CH:19]=[N:20][N:21]([CH2:24][O:25][CH2:26][CH2:27][Si:28]([CH3:31])([CH3:30])[CH3:29])[C:22](=[O:23])[C:17]=4[C:16]=3[CH3:41])[CH:8]=[CH:9][C:10]=2[O:11][CH:12]([F:14])[F:13])[CH2:3][CH2:2]1.C1(OC2C=C(C3N(COCC[Si](C)(C)C)C4C=NNC(=O)C=4C=3)C=CC=2OC(F)F)CC1>O>[CH:1]1([O:4][C:5]2[CH:6]=[C:7]([C:15]3[NH:32][C:18]4[CH:19]=[N:20][N:21]([CH2:24][O:25][CH2:26][CH2:27][Si:28]([CH3:30])([CH3:29])[CH3:31])[C:22](=[O:23])[C:17]=4[C:16]=3[CH3:41])[CH:8]=[CH:9][C:10]=2[O:11][CH:12]([F:14])[F:13])[CH2:3][CH2:2]1. Procedure details: Reaction was carried out in the same manner as in Example 1-(b) except for using 1.54 g (2.53 mmol) of 2-(3-cyclopropoxy-4-difluoromethoxyphenyl)-3-methyl-1,5-bis(2-trimethylsilylethoxymethyl)-1,5-dihydropyrrolo[2,3-d]pyridazin-4-one obtained in Example 4-(a) in place of 2-(3-cyclopropoxy-4-difluoromethoxyphenyl)-1-(2-trimethylsilylethoxymethyl)-1,5-dihydropyrrolo[2,3-d]pyridazin-4-one. After completion of the reaction, water was added to the reaction mixture, and the mixture was extracted with ... The reactants are Cl.COC([C@@H](NCC(C)C)CO)=O ((S)-N-isobutylserine methyl ester HCl salt), CC1=C(C=CC(=C1)[N+](=O)[O-])N=C=S (2-methyl-4-nitrophenyl isothiocyanate), COC([C@@H](N)CO)=O ((L)-serine methyl ester), ester, O=S(Cl)Cl (SOCl2). Yields the product Cl.CC1=C(C=CC(=C1)[N+](=O)[O-])N=C1SC[C@H](N1CC(C)C)C(=O)OC ((4R)-2-(2-methyl-4-nitrophenylimino)-4-(methoxycarbonyl)-3-isobutyl-1,3-thiazolidine HCl salt). RXN SMILES: Cl.[CH3:2][O:3][C:4](=[O:13])[C@H:5]([CH2:11]O)[NH:6][CH2:7][CH:8]([CH3:10])[CH3:9].COC(=O)[C@H](CO)N.O=S(Cl)[Cl:24].[CH3:26][C:27]1[CH:32]=[C:31]([N+:33]([O-:35])=[O:34])[CH:30]=[CH:29][C:28]=1[N:36]=[C:37]=[S:38]>>[ClH:24].[CH3:26][C:27]1[CH:32]=[C:31]([N+:33]([O-:35])=[O:34])[CH:30]=[CH:29][C:28]=1[N:36]=[C:37]1[N:6]([CH2:7][CH:8]([CH3:10])[CH3:9])[C@H:5]([C:4]([O:3][CH3:2])=[O:13])[CH2:11][S:38]1 |f:0.1,5.6|. Procedure: (S)-N-isobutylserine methyl ester HCl salt was made from (L)-serine methyl ester as described in Method B3a. The ester was reacted with SOCl2, followed by 2-methyl-4-nitrophenyl isothiocyanate according to Method C2a to afford (4R)-2-(2-methyl-4-nitrophenylimino)-4-(methoxycarbonyl)-3-isobutyl-1,3-thiazolidine HCl salt. The reactants are ClC1=NC=CC(=C1)OC=1C=CC(=NC1)N (5-((2-chloropyridin-4-yl)oxy)pyridin-2-amine), N1=CC=CC=C1 (pyridine), O=C1N(CCN1C1CCOCC1)C(=O)Cl (2-oxo-3-(tetrahydro-2H-pyran-4-yl)imidazolidine-1-carbonyl chloride). Solvent: C(Cl)Cl (DCM), C(Cl)Cl (DCM). Reaction conditions: time 45 minute. Yields the product ClC1=NC=CC(=C1)OC=1C=CC(=NC1)NC(=O)N1C(N(CC1)C1CCOCC1)=O (N-(5-((2-chloropyridin-4-yl)oxy)pyridin-2-yl)-2-oxo-3-(tetrahydro-2H-pyran-4-yl)imidazolidine-1-carboxamide). Yield: 118.9%. Reaction SMILES: [Cl:1][C:2]1[CH:7]=[C:6]([O:8][C:9]2[CH:10]=[CH:11][C:12]([NH2:15])=[N:13][CH:14]=2)[CH:5]=[CH:4][N:3]=1.N1C=CC=CC=1.[O:22]=[C:23]1[N:27]([CH:28]2[CH2:33][CH2:32][O:31][CH2:30][CH2:29]2)[CH2:26][CH2:25][N:24]1[C:34](Cl)=[O:35]>C(Cl)Cl>[Cl:1][C:2]1[CH:7]=[C:6]([O:8][C:9]2[CH:10]=[CH:11][C:12]([NH:15][C:34]([N:24]3[CH2:25][CH2:26][N:27]([CH:28]4[CH2:33][CH2:32][O:31][CH2:30][CH2:29]4)[C:23]3=[O:22])=[O:35])=[N:13][CH:14]=2)[CH:5]=[CH:4][N:3]=1. Reported procedure: A 0° C. mixture of Example A5 (1 g, 4.51 mmol) and pyridine (1.1 mL, 13.6 mmol) in DCM (25 mL) was treated with a solution of Example B2 (1.680 g, 7.22 mmol) in DCM (8 mL), warmed to RT and stirred 45 min. The mixture was concentrated to dryness, the residue treated with DCM and Et2O, sonicated and the resulting solid collected via filtration. The solid was dissolved in DCM, washed with water, the aqueous layer back-extracted with DCM (3×) and the combined organics were dried over Na2SO4 and con... Procedure details: A mixture of 45 mL trifluoroacetic acid and mL water was chilled in an ice bath while 34 g (0.132 mole) of (9) was added with stirring. The resulting solution was allowed to warm to room temperature over 1.5 h and then evaporated under a slow nitrogen stream overnight. The residue was triturated with ether. The solid was filtered, rinsed well with ether and dried to yield 21 g of the title compound (10), mp 77°-78° C. Anal. Calcd. for C10H15NO4F3 : C, 44.28; H, 5.95; N, 5.16. Found: C, 4.07; H, ... Reactants: FC(C(=O)O)(F)F (trifluoroacetic acid), C(=O)(OC(C)(C)C)NCCCCC/C=C/C(=O)O (N-Boc-8-amino-2E-octenoic acid). The solvent is O (water). As a reaction SMILES: [F:1][C:2]([F:7])([F:6])[C:3]([OH:5])=[O:4].C([NH:15][CH2:16][CH2:17][CH2:18][CH2:19][CH2:20]/[CH:21]=[CH:22]/[C:23]([OH:25])=[O:24])(OC(C)(C)C)=O>O>[F:1][C:2]([F:7])([F:6])[C:3]([OH:5])=[O:4].[NH2:15][CH2:16][CH2:17][CH2:18][CH2:19][CH2:20]/[CH:21]=[CH:22]/[C:23]([OH:25])=[O:24] |f:3.4|. Reaction conditions: time 8 hour. Yields the product FC(C(=O)O)(F)F.NCCCCC/C=C/C(=O)O (8-Amino-2E-octenoic acid trifluoroacetate salt).